From a dataset of the Open Reaction Database (ORD), a public repository of structured organic reaction records. describe an organic reaction: reactants, conditions, products, and yield Reactants: FC(F)(F)CCBr, Sc1ccc(Br)cc1, O=C([O-])[O-], [K+], [K+], CN(C)C=O, O. Yields the product FC(F)(F)CCSc1ccc(Br)cc1. As a reaction SMILES: [Br:1][CH2:2][CH2:3][C:4]([F:5])([F:6])[F:7].[Br:8][c:9]1[cH:10][cH:11][c:12]([SH:15])[cH:13][cH:14]1.[C:16](=[O:17])([O-:18])[O-:19].[K+:20].[K+:21].[O:23]=[CH:24][N:25]([CH3:26])[CH3:27].[OH2:22]>>[CH2:2]([CH2:3][C:4]([F:5])([F:6])[F:7])[S:15][c:12]1[cH:11][cH:10][c:9]([Br:8])[cH:14][cH:13]1.